From a dataset of the Open Reaction Database (ORD), a public repository of structured organic reaction records. describe an organic reaction: reactants, conditions, products, and yield Reactants: Cl (hydrochloric acid), Cl.N12CC(C(CC1)CC2)CC(=O)OC2=C(C(=C(C(=C2F)F)F)F)F (pentafluorophenyl (1-azabicyclo[2.2.2]oct-3-yl)acetate hydrochloride), CN(C)C=O (DMF), C([O-])([O-])=O (carbonate), NC=1C=C2C=CC=NC2=CC1 (6-aminoquinoline). The solvent is C(C)#N (acetonitrile). Conditions: time 8 hour. Product: Cl.N12CC(C(CC1)CC2)CC(=O)NC2=CC=C1C=CC=NC1=C2 (2-(1-Azabicyclo[2.2.2]oct-3-yl)-N-(7-quinolinyl)acetamide hydrochloride). As a reaction SMILES: [ClH:1].[N:2]12[CH2:9][CH2:8][CH:5]([CH2:6][CH2:7]1)[CH:4]([CH2:10][C:11]([O:13]C1C(F)=C(F)C(F)=C(F)C=1F)=O)[CH2:3]2.N[C:26]1[CH:27]=[C:28]2[C:33](=[CH:34][CH:35]=1)[N:32]=[CH:31][CH:30]=[CH:29]2.C(=O)([O-])[O-].Cl.C[N:42](C=O)C>C(#N)C>[ClH:1].[N:2]12[CH2:7][CH2:6][CH:5]([CH2:8][CH2:9]1)[CH:4]([CH2:10][C:11]([NH:42][C:35]1[CH:34]=[C:33]3[C:28]([CH:29]=[CH:30][CH:31]=[N:32]3)=[CH:27][CH:26]=1)=[O:13])[CH2:3]2 |f:0.1,7.8|. Reported procedure: 90.3 mg (0.24 mmol) of pentafluorophenyl (1-azabicyclo[2.2.2]oct-3-yl)acetate hydrochloride are dissolved in 1 ml of DMF, mixed with 51.6 mg (0.36 mmol) of 6-aminoquinoline and stirred at room temperature overnight. 1 g of MP-carbonate (polymer-bound carbonate, capacity: 2.5-3.5 mmol/g; from Argonaut Technologies, USA) is added. After 1 h, the polystyrene resin is filtered off and washed with THF. The combined filtrates are concentrated in vacuo, and the crude product is purified by preparative ...